describe an organic reaction: reactants, conditions, products, and yield From a dataset of the Open Reaction Database (ORD), a public repository of structured organic reaction records. The reactants are O[C@H](C(=O)OCC1=CC=CC=C1)CC1CCCC1 (2-(S)-hydroxy-3-(cyclopentyl)propanoic acid, benzyl ester), [Si](C)(C)(C(C)(C)C)OC[C@H]1CNC[C@@H]1C1=CC(=CC=C1)F (3-(R)-(t-Butyldimethylsilyloxymethyl)-4-(S)-(3-fluorophenyl) pyrrolidine). Yields the product [Si](C)(C)(C(C)(C)C)OC[C@H]1CN(C[C@@H]1C1=CC(=CC=C1)F)[C@@H](C(=O)OCC1=CC=CC=C1)CC1CCCC1 (2-(R)-(3-(R)-(t-Butyldimethylsilyloxymethyl)-4-(S)-(3-fluorophenyl)pyrrolidin-1-yl)-3-(cyclopentyl)propanoic acid, benzyl ester). The yield is 87.5%. As a reaction SMILES: O[C@@H:2]([CH2:13][CH:14]1[CH2:18][CH2:17][CH2:16][CH2:15]1)[C:3]([O:5][CH2:6][C:7]1[CH:12]=[CH:11][CH:10]=[CH:9][CH:8]=1)=[O:4].[Si:19]([O:26][CH2:27][C@@H:28]1[C@@H:32]([C:33]2[CH:38]=[CH:37][CH:36]=[C:35]([F:39])[CH:34]=2)[CH2:31][NH:30][CH2:29]1)([C:22]([CH3:25])([CH3:24])[CH3:23])([CH3:21])[CH3:20]>>[Si:19]([O:26][CH2:27][C@@H:28]1[C@@H:32]([C:33]2[CH:38]=[CH:37][CH:36]=[C:35]([F:39])[CH:34]=2)[CH2:31][N:30]([C@H:2]([CH2:13][CH:14]2[CH2:18][CH2:17][CH2:16][CH2:15]2)[C:3]([O:5][CH2:6][C:7]2[CH:12]=[CH:11][CH:10]=[CH:9][CH:8]=2)=[O:4])[CH2:29]1)([C:22]([CH3:25])([CH3:24])[CH3:23])([CH3:21])[CH3:20]. Procedure: The title compound was prepared from 100 mg (0.40 mmol) of 2-(S)-hydroxy-3-(cyclopentyl)propanoic acid, benzyl ester (from EXAMPLE 20, Step G) and 154 mg (0.49 mmol) of 3-(R)-(t-butyldimethylsilyloxy-methyl)-4-(S)-(3-fluorophenyl)pyrrolidine (from EXAMPLE 20, Step H) using a procedure analogous to that described in EXAMPLE 1, Step G to provide 189 mg (87%) of the title compound: RF: 0.59 (4:1 v/v hexanes/EtOAc); 1H NMR (300 MHz) δ 0.0 (s, 6H), 0.84 (s, 9H), 1.05-1.09 (m, 2H), 1.45-1.84 (m, 9H), ... Starting materials: BrC=1C=C2C=CN(C2=CC1)C[C@H]1N(CCC1)C ((S)-5-Bromo-1-((1-methylpyrrolidin-2-yl)methyl)-1H-indole), C[Si](C)(C)[N-][Si](C)(C)C.[Li+] (lithium bis(trimethylsilyl)amide), C(C)(C)(C)P(C(C)(C)C)C(C)(C)C (tri-tert-butylphosphine). Reagents/catalysts: C=1C=CC(=CC1)/C=C/C(=O)/C=C/C2=CC=CC=C2.C=1C=CC(=CC1)/C=C/C(=O)/C=C/C2=CC=CC=C2.C=1C=CC(=CC1)/C=C/C(=O)/C=C/C2=CC=CC=C2.[Pd].[Pd] (tris(dibenzylideneacetone)dipalladium). Solvent: O1CCCC1 (tetrahydrofuran), O1CCCC1 (tetrahydrofuran). Reaction conditions: time 10 minute. The product is CN1[C@@H](CCC1)CN1C=CC2=CC(=CC=C12)N ((S)-1-((1-Methylpyrrolidin-2-yl)methyl)-1H-indol-5-amine). Isolated yield 80.7%. As a reaction SMILES: Br[C:2]1[CH:3]=[C:4]2[C:8](=[CH:9][CH:10]=1)[N:7]([CH2:11][C@@H:12]1[CH2:16][CH2:15][CH2:14][N:13]1[CH3:17])[CH:6]=[CH:5]2.C(P(C(C)(C)C)C(C)(C)C)(C)(C)C.C[Si]([N-:35][Si](C)(C)C)(C)C.[Li+]>C1C=CC(/C=C/C(/C=C/C2C=CC=CC=2)=O)=CC=1.C1C=CC(/C=C/C(/C=C/C2C=CC=CC=2)=O)=CC=1.C1C=CC(/C=C/C(/C=C/C2C=CC=CC=2)=O)=CC=1.[Pd].[Pd].O1CCCC1>[CH3:17][N:13]1[CH2:14][CH2:15][CH2:16][C@H:12]1[CH2:11][N:7]1[C:8]2[C:4](=[CH:3][C:2]([NH2:35])=[CH:10][CH:9]=2)[CH:5]=[CH:6]1 |f:2.3,4.5.6.7.8|. Procedure details: compound 102 (106 mg, 0.362 mmol), tris(dibenzylideneacetone)dipalladium (0) (33.1 mg, 0.0362 mmol) and anhydrous tetrahydrofuran (10 mL) were charged to a dry argon purged flask fitted with magnetic stir bar and condenser. A solution of tri-tert-butylphosphine (146.3 mg, 222 ul, 0.0723 mmol, 10 wt % in hexane) is added followed by dropwise addition of a 1M tetrahydrofuran solution of lithium bis(trimethylsilyl)amide (1.084 ml, 1.084 mmol) and mixture refluxed for a period of 90 minutes. The mix... Reactants: CC1=C(NC2=C1C(N(CCC2)CCN2CCCCC2)=O)C=O (3-methyl-4-oxo-5-(2-piperidin-1-yl-ethyl)-1,4,5,6,7,8-hexahydro-pyrrolo[3,2-c]azepine-2-carbaldehyde), BrC1=C2CC(NC2=CC=C1)=O (4-bromo-1,3-dihydro-indol-2-one). Product: BrC1=C2/C(/C(NC2=CC=C1)=O)=C/C1=C(C=2C(N(CCCC2N1)CCN1CCCCC1)=O)C ((Z)-2-(4-bromo-2-oxo-1,2-dihydro-indol-3-ylidenemethyl)-3-methyl-5-(2-piperidin-1-yl-ethyl)-5,6,7,8-tetrahydro-1H-pyrrolo[3,2-c]azepin-4-one). The yield is 91.2%. Reaction SMILES: [CH3:1][C:2]1[C:6]2[C:7](=[O:20])[N:8]([CH2:12][CH2:13][N:14]3[CH2:19][CH2:18][CH2:17][CH2:16][CH2:15]3)[CH2:9][CH2:10][CH2:11][C:5]=2[NH:4][C:3]=1[CH:21]=O.[Br:23][C:24]1[CH:32]=[CH:31][CH:30]=[C:29]2[C:25]=1[CH2:26][C:27](=[O:33])[NH:28]2>>[Br:23][C:24]1[CH:32]=[CH:31][CH:30]=[C:29]2[C:25]=1/[C:26](=[CH:21]/[C:3]1[NH:4][C:5]3[CH2:11][CH2:10][CH2:9][N:8]([CH2:12][CH2:13][N:14]4[CH2:19][CH2:18][CH2:17][CH2:16][CH2:15]4)[C:7](=[O:20])[C:6]=3[C:2]=1[CH3:1])/[C:27](=[O:33])[NH:28]2. Reported procedure: The title compound was prepared under the same conditions as described in step 5 of Example 32 with 3-methyl-4-oxo-5-(2-piperidin-1-yl-ethyl)-1,4,5,6,7,8-hexahydro-pyrrolo[3,2-c]azepine-2-carbaldehyde 32d obtained from step 4 of Example 32 and 4-bromo-1,3-dihydro-indol-2-one as starting materials to obtain (Z)-2-(4-bromo-2-oxo-1,2-dihydro-indol-3-ylidenemethyl)-3-methyl-5-(2-piperidin-1-yl-ethyl)-5,6,7,8-tetrahydro-1H-pyrrolo[3,2-c]azepin-4-one 57 (68 mg, yield 91.2%) as a yellow solid. Reactants: O=C1N(C(SC1)=S)C1CC(CCC1)C(=O)O (3-(4-oxo-2-thioxo-thiazolidin-3-yl)-cyclohexanecarboxylic acid), C(C(C)C)C1=CC=C(C=C1)C1=CC=C(O1)C=O (5-(4-isobutyl-phenyl)-furan-2-carbaldehyde), C(C)(=O)O.C(C)(=O)O.C(CN)N (ethylenediamine diacetate). Solvent: C(C)O (ethanol), C(C)(=O)OCC (ethyl acetate). Conditions: time 30 hour. Product: C(C(C)C)C1=CC=C(C=C1)C1=CC=C(O1)C=C1C(N(C(S1)=S)C1CC(CCC1)C(=O)O)=O (3-{5-[1-[5-(4-isobutyl-phenyl)-furan-2-yl]-methylidene]-4-oxo-2-thioxo-thiazolidin-3-yl}-cyclohexanecarboxylic acid). The yield is 72.0%. As a reaction SMILES: [O:1]=[C:2]1[CH2:6][S:5][C:4](=[S:7])[N:3]1[CH:8]1[CH2:13][CH2:12][CH2:11][CH:10]([C:14]([OH:16])=[O:15])[CH2:9]1.[CH2:17]([C:21]1[CH:26]=[CH:25][C:24]([C:27]2[O:31][C:30]([CH:32]=O)=[CH:29][CH:28]=2)=[CH:23][CH:22]=1)[CH:18]([CH3:20])[CH3:19].C(O)(=O)C.C(O)(=O)C.C(N)CN>C(O)C.C(OCC)(=O)C>[CH2:17]([C:21]1[CH:26]=[CH:25][C:24]([C:27]2[O:31][C:30]([CH:32]=[C:6]3[S:5][C:4](=[S:7])[N:3]([CH:8]4[CH2:13][CH2:12][CH2:11][CH:10]([C:14]([OH:16])=[O:15])[CH2:9]4)[C:2]3=[O:1])=[CH:29][CH:28]=2)=[CH:23][CH:22]=1)[CH:18]([CH3:20])[CH3:19] |f:2.3.4|. Procedure: A mixture of 3-(4-oxo-2-thioxo-thiazolidin-3-yl)-cyclohexanecarboxylic acid (0.075 g, 0.29 mmol), 5-(4-isobutyl-phenyl)-furan-2-carbaldehyde (0.069 g, 0.30 mmol) and ethylenediamine diacetate (0.057 g, 0.32 mmol) in anhydrous ethanol (12 mL) was stirred 30 h at ambient temperature. The reaction mixture was diluted with ethyl acetate (250 mL) and extracted with 0.6 N aq. sodium hydrogensulfite (2×50 mL). The organic layer was separated, dried over sodium sulfate and concentrated. The residue was ... The reactants are C1(=CC=C(C=C1)S(=O)(=O)C[N+]#[C-])C (p-toluenesulfonylmethyl isocyanide), C(C=CC1=CC=CC=C1)(=O)OC (methyl cinnamate), CC(C)([O-])C.[K+] (potassium tert-butoxide). Yields the product C1(=CC=CC=C1)C=1C(=CNC1)C(=O)OC (Methyl 4-phenyl-1H-pyrrole-3-carboxylate). Isolated yield 52.2%. As a reaction SMILES: C1(C)C=CC(S([CH2:10][N+:11]#[C-:12])(=O)=O)=CC=1.[C:14]([O:24][CH3:25])(=[O:23])[CH:15]=[CH:16][C:17]1[CH:22]=[CH:21][CH:20]=[CH:19][CH:18]=1.CC(C)([O-])C.[K+]>>[C:17]1([C:16]2[C:15]([C:14]([O:24][CH3:25])=[O:23])=[CH:10][NH:11][CH:12]=2)[CH:18]=[CH:19][CH:20]=[CH:21][CH:22]=1 |f:2.3|. Procedure: Using p-toluenesulfonylmethyl isocyanide (10.1 g), methyl cinnamate (8.33 g) and potassium tert-butoxide (6.97 g), a procedure as in Reference Example 39 was performed to give the title compound as pale-yellow crystals (yield 5.40 g, 52%).